The task is: describe an organic reaction: reactants, conditions, products, and yield. This data is from the Open Reaction Database (ORD), a public repository of structured organic reaction records. The reactants are [Na] (sodium), N1N=NC=C1 (1H-1,2,3-triazole), BrCCCCCN1C(C=2C(C1=O)=CC=CC2)=O (N-(5-bromopentyl)phthalimide). Product: N1(N=NC=C1)CCCCCN1C(C=2C(C1=O)=CC=CC2)=O (N-(5-(1-H-1,2,3-triazol-1-yl)pentyl)phthalimide), NN (hydrazine). Reaction SMILES: [Na].[NH:2]1[CH:6]=[CH:5][N:4]=[N:3]1.Br[CH2:8][CH2:9][CH2:10][CH2:11][CH2:12][N:13]1[C:17](=[O:18])[C:16]2=[CH:19][CH:20]=[CH:21][CH:22]=[C:15]2[C:14]1=[O:23]>>[N:2]1([CH2:8][CH2:9][CH2:10][CH2:11][CH2:12][N:13]2[C:14](=[O:23])[C:15]3=[CH:22][CH:21]=[CH:20][CH:19]=[C:16]3[C:17]2=[O:18])[CH:6]=[CH:5][N:4]=[N:3]1.[NH2:2][NH2:3] |^1:0|. Procedure details: The reaction of the sodium salt of 1H-1,2,3-triazole and N-(5-bromopentyl)phthalimide gives N-(5-(1-H-1,2,3-triazol-1-yl)pentyl)phthalimide, which upon treatment with hydrazine in refluxing ethanol yields 5-(1H-1,2,3-triazol-1-yl)pentanamine. The reactants are O[Li].O (LiOH.H2O), COC([C@H]1N(C[C@H](C1)C#N)C(=O)OC(C)(C)C)=O (N-boc-cis-4-cyano-L-proline methyl ester), O[Li].O (LiOH.H2O). Solvent: CO (MeOH). Run at time 4 hour. The product is C(C)(C)(C)OC(=O)N1[C@@H](C[C@@H](C1)C#N)C(=O)O ((2S,4S)-4-Cyano-pyrrolidine-1,2-dicarboxylic acid 1-tert-butyl ester). RXN SMILES: C[O:2][C:3](=[O:18])[C@@H:4]1[CH2:8][C@H:7]([C:9]#[N:10])[CH2:6][N:5]1[C:11]([O:13][C:14]([CH3:17])([CH3:16])[CH3:15])=[O:12].O[Li].O>CO>[C:14]([O:13][C:11]([N:5]1[CH2:6][C@@H:7]([C:9]#[N:10])[CH2:8][C@H:4]1[C:3]([OH:18])=[O:2])=[O:12])([CH3:17])([CH3:15])[CH3:16] |f:1.2|. Procedure details: A solution of N-boc-cis-4-cyano-L-proline methyl ester (800 mg, 3.15 mmol) in MeOH (27 mL) was cooled to 0° C. and LiOH.H2O (792 mg, 18.9 mmol) was added. The colorless solution was allowed to reach RT and stirred for 4 h. LiOH.H2O (792 mg, 18.9 mmol) was added and the reaction further stirred at for 1 hour to complete the reaction. MeOH was concentrated and the residue diluted in CH2Cl2 and treated with aqueous 1M HCl adjusting the pH to 1. The layers were separated and the aqueous one re-extra...